From a dataset of the Open Reaction Database (ORD), a public repository of structured organic reaction records. describe an organic reaction: reactants, conditions, products, and yield Starting materials: ClC1=C(C=CC(=C1)Cl)C1(CC1)C(=O)O (1-(2,4-dichlorophenyl)cyclopropanecarboxylic acid), NCCCN1CCC(CC1)C=1C=C(C=CC1)NC(C(C)C)=O (N-{3-[1-(3-aminopropyl)-4-piperidinyl]phenyl}-2-methylpropanamide). Solvent: C(Cl)(Cl)Cl (CHCl3). Product: ClC1=C(C=CC(=C1)Cl)C1(CC1)C(=O)NCCCN1CCC(CC1)C1=CC(=CC=C1)NC(C(C)C)=O (1-(2,4-DICHLOROPHENYL)-N-(3-{4-[3-(ISOBUTYRYLAMINO)PHENYL]-1-PIPERIDINYL}PROPYL)CYCLOPROPANECARBOXAMIDE). Reaction SMILES: [Cl:1][C:2]1[CH:7]=[C:6]([Cl:8])[CH:5]=[CH:4][C:3]=1[C:9]1([C:12]([OH:14])=O)[CH2:11][CH2:10]1.[NH2:15][CH2:16][CH2:17][CH2:18][N:19]1[CH2:24][CH2:23][CH:22]([C:25]2[CH:26]=[C:27]([NH:31][C:32](=[O:36])[CH:33]([CH3:35])[CH3:34])[CH:28]=[CH:29][CH:30]=2)[CH2:21][CH2:20]1>C(Cl)(Cl)Cl>[Cl:1][C:2]1[CH:7]=[C:6]([Cl:8])[CH:5]=[CH:4][C:3]=1[C:9]1([C:12]([NH:15][CH2:16][CH2:17][CH2:18][N:19]2[CH2:24][CH2:23][CH:22]([C:25]3[CH:30]=[CH:29][CH:28]=[C:27]([NH:31][C:32](=[O:36])[CH:33]([CH3:34])[CH3:35])[CH:26]=3)[CH2:21][CH2:20]2)=[O:14])[CH2:10][CH2:11]1. Reported procedure: Example 41 was prepared from 1-(2,4-dichlorophenyl)cyclopropanecarboxylic acid and N-{3-[1-(3-aminopropyl)-4-piperidinyl]phenyl}-2-methylpropanamide according to the procedures described in Scheme 9: 1H NMR (400 MHz, CDCl3) δ 7.67 (s, 1H), 7.49 (s, 1H), 7.44 (d, 1H, J=2.0 Hz), 7.35 (s, 1H), 7.28–7.19 (m, 3H), 6.92 (d, 1H, J=7.6 Hz), 5.69–5.62 (m, 1H), 3.26 (q, 2H, J=6.7 Hz), 2.89–2.82 (m, 2H), 2.54 (quintet, 1H, J=6.7 Hz), 2.47–2.37 (m, 1H), 2.32–2.26 (m, 3H), 1.97–1.88 (m, 2H), 1.79–1.69 (m, 4H...